Dataset: the Open Reaction Database (ORD), a public repository of structured organic reaction records. Task: describe an organic reaction: reactants, conditions, products, and yield The reactants are CC=1C=C(C=CC1C)NCCC=1C=NC(=CC1)C(F)(F)F ((3,4-dimethyl-phenyl)-[2-(6-trifluoromethyl-pyridin-3-yl)-ethyl]-amine), C(C1=CC=CC=C1)(=O)C(=O)O (benzoylformic acid), F[B-](F)(F)F.N1(N=NC2=C1C=CC=C2)OC(=[N+](C)C)N(C)C (2-(1H-benzotriazole-1-yl)-1,1,3,3-tetramethyl-uronium tetrafluoroborate), C(C)(C)N(C(C)C)CC (N,N-diisopropyl ethyl amine). Run in CC(C)(C)OC (TBME), CN(C)C=O (DMF). Run at time 18 hour. The product is CC=1C=C(C=CC1C)N(C(C(C1=CC=CC=C1)=O)=O)CCC=1C=NC(=CC1)C(F)(F)F (N-(3,4-Dimethyl-phenyl)-2-oxo-2-phenyl-N-[2-(6-trifluoromethyl-pyridin-3-yl)-ethyl]-acetamide). Isolated yield 53.4%. As a reaction SMILES: [CH3:1][C:2]1[CH:3]=[C:4]([NH:9][CH2:10][CH2:11][C:12]2[CH:13]=[N:14][C:15]([C:18]([F:21])([F:20])[F:19])=[CH:16][CH:17]=2)[CH:5]=[CH:6][C:7]=1[CH3:8].[C:22]([C:30](O)=[O:31])(=[O:29])[C:23]1[CH:28]=[CH:27][CH:26]=[CH:25][CH:24]=1.F[B-](F)(F)F.N1(OC(N(C)C)=[N+](C)C)C2C=CC=CC=2N=N1.C(N(CC)C(C)C)(C)C>CN(C=O)C.CC(OC)(C)C>[CH3:1][C:2]1[CH:3]=[C:4]([N:9]([CH2:10][CH2:11][C:12]2[CH:13]=[N:14][C:15]([C:18]([F:21])([F:20])[F:19])=[CH:16][CH:17]=2)[C:30](=[O:31])[C:22](=[O:29])[C:23]2[CH:28]=[CH:27][CH:26]=[CH:25][CH:24]=2)[CH:5]=[CH:6][C:7]=1[CH3:8] |f:2.3|. Procedure details: To a solution of (3,4-dimethyl-phenyl)-[2-(6-trifluoromethyl-pyridin-3-yl)-ethyl]-amine (172 mg, 0.58 mmol) in DMF (4 mL) was added under a nitrogen atmosphere at 0° C. benzoylformic acid (105 mg, 0.70 mmol), 2-(1H-benzotriazole-1-yl)-1,1,3,3-tetramethyl-uronium tetrafluoroborate (280 mg, 0.88 mmol) and N,N-diisopropyl ethyl amine (299 μl, 1.75 mmol). The resulting solution was stirred for 18 h at ambient temperature. It was diluted with TBME (15 mL) and washed with aqueous hydrochloric acid (1 ... The reactants are O=C(CC(=O)OCC)C (ethyl 3-oxo-butyrate). The reagents and catalysts are catalyst. Run in CO.O (MeOH H2O). The product is OC(CC(=O)OCC)C (ethyl 3-hydroxybutyrate). Reaction SMILES: [O:1]=[C:2]([CH3:9])[CH2:3][C:4]([O:6][CH2:7][CH3:8])=[O:5]>CO.O>[OH:1][CH:2]([CH3:9])[CH2:3][C:4]([O:6][CH2:7][CH3:8])=[O:5] |f:1.2|. Reported procedure: The same procedure of Example 5 is repeated with the only differences that 1.95 g of ethyl 3-oxo-butyrate were weighed and dissolved in MeOH/H2O 19/1 (v/v) and the catalyst of Example 15 was utilized. At the end of the reaction, the ethyl 3-hydroxybutyrate resulted to be equal to 91%, while the ethyl 3-dimetoxybutyrate resulted equal to 9%. The stereoinduction was >99% in favour of the antipode (S). Reactants: C(C1=CC=CC=C1)OC1=C(C=C(C(=O)Cl)C=C1OC)OC (4-benzyloxy-3,5-dimethoxybenzoic acid chloride), Formula 99, solution, C1(=CC=CC=C1)S(=O)(=O)O (benzenesulfonic acid), C([O-])([O-])=O.[Na+].[Na+] (sodium carbonate), acyl chloride, NCCN1CCOCC1 (4-(2-aminoethyl)morpholine), Formula 85. Solvent: C(C)(=O)OCC (ethyl acetate), C1(=CC=CC=C1)C (toluene). Yields the product C(C1=CC=CC=C1)(=O)N (benzamide). Reaction SMILES: [CH2:1]([O:8]C1C(OC)=CC(C(Cl)=O)=CC=1OC)[C:2]1[CH:7]=[CH:6][CH:5]=[CH:4][CH:3]=1.[NH2:22]CCN1CCOCC1.C(=O)([O-])[O-].[Na+].[Na+].C1(S(O)(=O)=O)C=CC=CC=1>C1(C)C=CC=CC=1.C(OCC)(=O)C>[C:1]([NH2:22])(=[O:8])[C:2]1[CH:7]=[CH:6][CH:5]=[CH:4][CH:3]=1 |f:2.3.4|. Procedure details: First, 4-benzyloxy-3,5-dimethoxybenzoic acid chloride represented by Formula 85 (61.30 mg, 0.200 mmol) prepared in Preparative Example 1 and 4-(2-aminoethyl)morpholine represented by Formula 99 (31.22 mg, 0.240 mmol) were prepared in 0.2 M solution, respectively, using a toluene solvent. After adding 1M sodium carbonate solution and 0.2 M acyl chloride solution to the above solutions, the mixture was vigorously shaken and agitated at room temperature overnight. After terminating the reaction, an... Reactants: dihydrate, dihydrate, C=1(C(=CC=CC1)C)C (xylene), C(C1=CC=2OCOC2C=C1)O (piperonyl alcohol), [OH-].[Na+] (sodium hydroxide), dihydrate, OO (hydrogen peroxide). The reagents and catalysts are P(=O)(O)(O)[O-].[Na+] (sodium dihydrogen phosphate), S(=O)(=O)(O)[O-].C(CCC)[N+](CCCC)(CCCC)CCCC (tetrabutyl ammonium hydrogen sulfate), P(=O)(O)([O-])[O-].[Na+].[Na+] (disodium hydrogen phosphate), [O-][W](=O)(=O)[O-].[Na+].[Na+] (sodium tungstate). Solvent: O (water). Run at temperature 94.5 celsius. Yields the product C1=CC2=C(C=C1C=O)OCO2 (piperonal). Yield: 90.2%. As a reaction SMILES: C1(C)C(C)=CC=CC=1.[CH2:9]([OH:19])[C:10]1[CH:18]=[CH:17][C:16]2[O:15][CH2:14][O:13][C:12]=2[CH:11]=1.OO.[OH-].[Na+]>S([O-])(O)(=O)=O.C([N+](CCCC)(CCCC)CCCC)CCC.[O-][W]([O-])(=O)=O.[Na+].[Na+].P([O-])(O)(O)=O.[Na+].P([O-])([O-])(O)=O.[Na+].[Na+].O>[CH:18]1[C:10]([CH:9]=[O:19])=[CH:11][C:12]2[O:13][CH2:14][O:15][C:16]=2[CH:17]=1 |f:3.4,5.6,7.8.9,10.11,12.13.14|. Procedure details: In a glass-made reaction vessel equipped with a thermometer, a temperature controller, a dropping device and a stirring device were charged 220 ml of xylene, 76.01 g (500 mmol) of piperonyl alcohol, 1.65 g (5.0 mmol) of sodium tungstate.dihydrate (Na2WO4.2H2O), 1.70 g (5.0 mmol) of tetrabutyl ammonium hydrogen sulfate and 9.42 g of water. Then, to the mixture were added 2.34 g (1.6 mmol) of sodium dihydrogen phosphate.dihydrate and 3.56 g (1.0 mmol) of disodium hydrogen phosphate.1 dihydrate, an... The reactants are [OH-].[Na+] (NaOH), NC=1C=C2CC(CC2=CC1[N+](=O)[O-])CCO (2-(5-Amino-6-nitro-2,3-dihydro-1H-inden-2-yl)ethanol), N#CN (cyanamide), [CH]Cl (cHCl). The solvent is ice water. Reaction conditions: temperature 100 celsius, time 1 hour. Yields the product NC=1N=[N+](C2=C(N1)C=C1CC(CC1=C2)CCO)[O-] (2-(3-Amino-1-oxido-7,8-dihydro-6H-indeno[5,6-e][1,2,4]triazin-7-yl)ethanol). Isolated yield 94.6%. RXN SMILES: [NH2:1][C:2]1[CH:3]=[C:4]2[C:8](=[CH:9][C:10]=1[N+:11]([O-])=[O:12])[CH2:7][CH:6]([CH2:14][CH2:15][OH:16])[CH2:5]2.[N:17]#[C:18][NH2:19].[CH]Cl.[OH-].[Na+]>>[NH2:19][C:18]1[N:17]=[N+:11]([O-:12])[C:10]2[CH:9]=[C:8]3[C:4]([CH2:5][CH:6]([CH2:14][CH2:15][OH:16])[CH2:7]3)=[CH:3][C:2]=2[N:1]=1 |f:3.4,^3:19|. Procedure: A mixture of nitroaniline 156 (17.6 g, 79 mmol) and cyanamide (19.8 g, 471 mmol) were melted together at 60° C. and cHCl (35 mL) was added dropwise. The solution was heated to 100° C., stirred for 1 h, cooled to ca. 50° C. and the mixture made strongly basic with 7.5 M NaOH solution. The mixture was heated to 100° C. for 3 h, cooled to 20° C. and diluted with ice/water. The resulting precipitate was filtered, washed with H2O (100 mL) and Et2O (30 mL), and dried to give 1-oxide 157 (18.4 g, 94%) ... The reactants are C(C)NC(=O)NC=1C(N(C=C(C1)B1OC(C(O1)(C)C)(C)C)C)=O (1-Ethyl-3-[1-methyl-2-oxo-5-(4,4,5,5-tetramethyl-[1,3,2]dioxaborolan-2-yl)-1,2-dihydro-pyridin-3-yl]-urea), BrC1=C(COC(C)=O)C(=CC=C1)N1C(C2=CC=C(C=C2C=C1)N(C)C)=O (acetic acid 2-bromo-6-(6-dimethylamino-1-oxo-1H-isoquinolin-2-yl)-benzyl ester), P(=O)([O-])([O-])[O-].[K+].[K+].[K+] (potassium phosphate), 2-(dicyclohexylphoshphino)-2′,4′,6′-tri-i-propyl-1,1′-biphenyl, bis(dibenzylidineacetone)palladium(0), [OH-].[Li+] (lithium hydroxide). Conditions: temperature 100 celsius, time 3 hour. The product is CN(C=1C=C2C=CN(C(C2=CC1)=O)C=1C(=C(C=CC1)C=1C=C(C(N(C1)C)=O)NC(=O)NCC)CO)C (1-{5-[3-(6-Dimethylamino-1-oxo-1H-isoquinolin-2-yl)-2-hydroxymethyl-phenyl]-1-methyl-2-oxo-1,2-dihydro-pyridin-3-yl}-3-ethyl-urea). The yield is 42.5%. Reaction SMILES: [CH2:1]([NH:3][C:4]([NH:6][C:7]1[C:8](=[O:23])[N:9]([CH3:22])[CH:10]=[C:11](B2OC(C)(C)C(C)(C)O2)[CH:12]=1)=[O:5])[CH3:2].Br[C:25]1[CH:35]=[CH:34][CH:33]=[C:32]([N:36]2[CH:45]=[CH:44][C:43]3[C:38](=[CH:39][CH:40]=[C:41]([N:46]([CH3:48])[CH3:47])[CH:42]=3)[C:37]2=[O:49])[C:26]=1[CH2:27][O:28]C(=O)C.P([O-])([O-])([O-])=O.[K+].[K+].[K+].[OH-].[Li+]>>[CH3:47][N:46]([CH3:48])[C:41]1[CH:42]=[C:43]2[C:38](=[CH:39][CH:40]=1)[C:37](=[O:49])[N:36]([C:32]1[C:26]([CH2:27][OH:28])=[C:25]([C:11]3[CH:12]=[C:7]([NH:6][C:4]([NH:3][CH2:1][CH3:2])=[O:5])[C:8](=[O:23])[N:9]([CH3:22])[CH:10]=3)[CH:35]=[CH:34][CH:33]=1)[CH:45]=[CH:44]2 |f:2.3.4.5,6.7|. Procedure details: To 1-Ethyl-3-[1-methyl-2-oxo-5-(4,4,5,5-tetramethyl-[1,3,2]dioxaborolan-2-yl)-1,2-dihydro-pyridin-3-yl]-urea (50 mg, 0.16 mmol), acetic acid 2-bromo-6-(6-dimethylamino-1-oxo-1H-isoquinolin-2-yl)-benzyl ester (65 mg, 0.16 mmol), potassium phosphate (66 mg, 0.31 mmol), 2-(dicyclohexylphoshphino)-2′,4′,6′-tri-i-propyl-1,1′-biphenyl (4.4 mg, 0.0092 mmol), and bis(dibenzylidineacetone)palladium(0) (2.6 mg, 0.0045 mmol) was added 4 mL of degassed 1:3 water/n-butanol. The headspace of the vessel was ev...